Dataset: the Open Reaction Database (ORD), a public repository of structured organic reaction records. Task: describe an organic reaction: reactants, conditions, products, and yield The reactants are CC(C)(C)Oc1ccc(CC(N)C(=O)O)cc1, [Na+], [OH-], O, Cc1cccc(C(=O)Cl)c1. Yields the product Cc1cccc(C(=O)NC(Cc2ccc(OC(C)(C)C)cc2)C(=O)O)c1. As a reaction SMILES: [C:1]([CH3:2])([CH3:3])([CH3:4])[O:5][c:6]1[cH:7][cH:8][c:9]([CH2:10][CH:11]([NH2:12])[C:13](=[O:14])[OH:15])[cH:16][cH:17]1.[Na+:19].[OH-:18].[OH2:30].[c:20]1([CH3:29])[cH:21][c:22]([C:26](=[O:27])[Cl:28])[cH:23][cH:24][cH:25]1>>[C:1]([CH3:2])([CH3:3])([CH3:4])[O:5][c:6]1[cH:7][cH:8][c:9]([CH2:10][CH:11]([NH:12][C:26]([c:22]2[cH:21][c:20]([CH3:29])[cH:25][cH:24][cH:23]2)=[O:27])[C:13](=[O:14])[OH:15])[cH:16][cH:17]1. The reactants are CCO, CCOC(=O)c1cccc(Cc2cc(Cl)ccc2OCc2ccccc2)n1, [Na+], [OH-]. Yields the product O=C(O)c1cccc(Cc2cc(Cl)ccc2OCc2ccccc2)n1. RXN SMILES: [CH3:28][CH2:29][OH:30].[Cl:1][c:2]1[cH:3][cH:4][c:5]([O:20][CH2:21][c:22]2[cH:23][cH:24][cH:25][cH:26][cH:27]2)[c:6]([CH2:8][c:9]2[cH:10][cH:11][cH:12][c:13]([C:15](=[O:16])[O:17][CH2:18][CH3:19])[n:14]2)[cH:7]1.[Na+:32].[OH-:31]>>[Cl:1][c:2]1[cH:3][cH:4][c:5]([O:20][CH2:21][c:22]2[cH:23][cH:24][cH:25][cH:26][cH:27]2)[c:6]([CH2:8][c:9]2[cH:10][cH:11][cH:12][c:13]([C:15](=[O:16])[OH:17])[n:14]2)[cH:7]1. Starting materials: ( 1 ), FC1(CC=C(C(=O)C2=CC=CC=C2)C=C1)F (4,-4-difluorobenzophenone), OC=1C=C(C(=O)O)C=CC1 (3-hydroxybenzoic acid). The product is FC1=CC=C(C(=O)C2=CC=C(OC=3C=C(C(=O)O)C=CC3)C=C2)C=C1 (3-[4-(4-fluorobenzoyl)phenoxy]benzoic acid). As a reaction SMILES: F[C:2]1([F:16])[CH:15]=[CH:14][C:5]([C:6]([C:8]2[CH:13]=[CH:12][CH:11]=[CH:10][CH:9]=2)=[O:7])=[CH:4][CH2:3]1.[OH:17][C:18]1[CH:19]=[C:20]([CH:24]=[CH:25][CH:26]=1)[C:21]([OH:23])=[O:22]>>[F:16][C:2]1[CH:3]=[CH:4][C:5]([C:6]([C:8]2[CH:9]=[CH:10][C:11]([O:17][C:18]3[CH:19]=[C:20]([CH:24]=[CH:25][CH:26]=3)[C:21]([OH:23])=[O:22])=[CH:12][CH:13]=2)=[O:7])=[CH:14][CH:15]=1. Procedure: As shown by reaction (1), 4,-4-difluorobenzophenone is reacted with 3-hydroxybenzoic acid to obtain 3-[4-(4-fluorobenzoyl)phenoxy]benzoic acid. The reaction is carried out in a suitable aprotic solvent, such as dimethylsulfoxide or N,N-dimethylformamide, under an inert atmosphere, at an elevated temperature of about 100° to 140° C. for about 8 to 64 hours. The 3-[4-(4-fluorobenzoyl)phenoxy]benzoic acid (A) is then reacted with 3-aminophenol, as shown by reaction (2) to obtain 3-[4-(3-aminophenox... Reactants: SCCS, CCCCCC, COc1ccc(C=O)cc1. As a reaction SMILES: [CH2:11]([CH2:12][SH:13])[SH:14].[CH3:15][CH2:16][CH2:17][CH2:18][CH2:19][CH3:20].[CH3:1][O:2][c:3]1[cH:4][cH:5][c:6]([CH:7]=[O:8])[cH:9][cH:10]1>>[CH3:1][O:2][c:3]1[cH:4][cH:5][c:6]([CH:7]2[S:13][CH2:12][CH2:11][S:14]2)[cH:9][cH:10]1. Product: COc1ccc(C2SCCS2)cc1. Starting materials: IC=1C(=CC(=C(OC=2C(=NC(=NC2)N)N)C1)C(C)C)OC (5-(5-iodo-2-isopropyl-4-methoxy-phenoxy)-pyrimidine-2,4-diamine), C(C)(=O)Cl (acetyl chloride), N1=CC=CC=C1 (pyridine), C[Si](C)(C)Cl (trimethylsilylchloride), CO (methanol). Run in C(Cl)Cl (CH2Cl2). Reaction conditions: time 2 hour. The product is NC1=NC(=NC=C1OC1=C(C=C(C(=C1)I)OC)C(C)C)NC(C)=O (N-[4-amino-5-(5-iodo-2-isopropyl-4-methoxy-phenoxy)-pyrimidin-2-yl]-acetamide), C(C)(=O)NC1=NC=C(C(=N1)NC(C)=O)OC1=C(C=C(C(=C1)I)OC)C(C)C (N-[2-Acetylamino-5-(5-iodo-2-isopropyl-4-methoxy-phenoxy)-pyrimidin-4-yl]-acetamide). As a reaction SMILES: [I:1][C:2]1[C:3]([O:20][CH3:21])=[CH:4][C:5]([CH:17]([CH3:19])[CH3:18])=[C:6]([CH:16]=1)[O:7][C:8]1[C:9]([NH2:15])=[N:10][C:11]([NH2:14])=[N:12][CH:13]=1.N1[CH:27]=[CH:26]C=CC=1.C[Si](Cl)(C)C.[C:33](Cl)(=[O:35])[CH3:34].C[OH:38]>C(Cl)Cl>[NH2:15][C:9]1[C:8]([O:7][C:6]2[CH:16]=[C:2]([I:1])[C:3]([O:20][CH3:21])=[CH:4][C:5]=2[CH:17]([CH3:19])[CH3:18])=[CH:13][N:12]=[C:11]([NH:14][C:33](=[O:35])[CH3:34])[N:10]=1.[C:33]([NH:14][C:11]1[N:10]=[C:9]([NH:15][C:26](=[O:38])[CH3:27])[C:8]([O:7][C:6]2[CH:16]=[C:2]([I:1])[C:3]([O:20][CH3:21])=[CH:4][C:5]=2[CH:17]([CH3:19])[CH3:18])=[CH:13][N:12]=1)(=[O:35])[CH3:34]. Reported procedure: To a solution of 5-(5-iodo-2-isopropyl-4-methoxy-phenoxy)-pyrimidine-2,4-diamine (1.0 g, 2.5 mmoles) in CH2Cl2 (80 ml) cooled at 0° C. was added pyridine (2.6 g, 36 mmole) and trimethylsilylchloride (2.70 g, 25 mmole). The reaction mixture was stirred at room temperature for two hours, then recooled to 0° C. and acetyl chloride (0.22 g, 2.75 mmole) was added dropwise. After stirring at 0° C. for 90 minutes, methanol (20 ml) was added and stirring was continued for 16 hours. Solvent was removed u...